Dataset: the Open Reaction Database (ORD), a public repository of structured organic reaction records. Task: describe an organic reaction: reactants, conditions, products, and yield Starting materials: CC=COc1ccc(C(=O)OC)cc1N(C=CC)S(=O)(=O)c1cc(Cl)ccc1OC, Cc1ccccc1. The product is COC(=O)c1ccc2c(c1)N(S(=O)(=O)c1cc(Cl)ccc1OC)C=CO2. Reaction SMILES: [CH3:1][O:2][C:3]([c:4]1[cH:5][c:6]([N:14]([CH:15]=[CH:16][CH3:17])[S:18](=[O:19])(=[O:20])[c:21]2[c:22]([O:28][CH3:29])[cH:23][cH:24][c:25]([Cl:27])[cH:26]2)[c:7]([O:10][CH:11]=[CH:12][CH3:13])[cH:8][cH:9]1)=[O:30].[CH3:31][c:32]1[cH:33][cH:34][cH:35][cH:36][cH:37]1>>[CH3:1][O:2][C:3]([c:4]1[cH:5][c:6]2[c:7]([cH:8][cH:9]1)[O:10][CH:16]=[CH:15][N:14]2[S:18](=[O:19])(=[O:20])[c:21]1[c:22]([O:28][CH3:29])[cH:23][cH:24][c:25]([Cl:27])[cH:26]1)=[O:30]. Reactants: ClCC1=CC=C(C=C1)C(C)(C)NC(C)=O (N-(1-(4-chloromethylphenyl)-1-methylethyl)acetamide), COC1=NC(=NC(=C1)OC)N1CCNCC1 (1-(4,6-dimethoxypyrimidin-2-yl)piperazine). Yields the product COC1=NC(=NC(=C1)OC)N1CCN(CC1)CC1=CC=C(C=C1)C(C)(C)NC(C)=O (N-(1-(4-((4-(4,6-Dimethoxypyrimidin-2-yl)piperazin-1-yl)methyl)phenyl)-1-methylethyl)acetamide). RXN SMILES: Cl[CH2:2][C:3]1[CH:8]=[CH:7][C:6]([C:9]([NH:12][C:13](=[O:15])[CH3:14])([CH3:11])[CH3:10])=[CH:5][CH:4]=1.[CH3:16][O:17][C:18]1[CH:23]=[C:22]([O:24][CH3:25])[N:21]=[C:20]([N:26]2[CH2:31][CH2:30][NH:29][CH2:28][CH2:27]2)[N:19]=1>>[CH3:16][O:17][C:18]1[CH:23]=[C:22]([O:24][CH3:25])[N:21]=[C:20]([N:26]2[CH2:27][CH2:28][N:29]([CH2:2][C:3]3[CH:8]=[CH:7][C:6]([C:9]([NH:12][C:13](=[O:15])[CH3:14])([CH3:11])[CH3:10])=[CH:5][CH:4]=3)[CH2:30][CH2:31]2)[N:19]=1. Reported procedure: By similar reaction and treatment to that in Example 1(5) using N-(1-(4-chloromethylphenyl)-1-methylethyl)acetamide obtained in Example 95(4) instead of N-(4-chloromethylphenylmethyl)acetamide and 1-(4,6-dimethoxypyrimidin-2-yl)piperazine obtained in Example 90(2) instead of phenylpiperazine, the title compound was obtained as white crystals, m.p.=199-202° C. The reactants are Cc1ccccc1, CCN(C(C)C)C(C)C, O=C=NCc1ccc(C(F)(F)F)c(F)c1, Cc1cc2c(N)cccc2cn1. The product is Cc1cc2c(NC(=O)NCc3ccc(C(F)(F)F)c(F)c3)cccc2cn1. As a reaction SMILES: [CH3:37][c:38]1[cH:39][cH:40][cH:41][cH:42][cH:43]1.[CH:28]([N:29]([CH2:30][CH3:31])[CH:32]([CH3:33])[CH3:34])([CH3:35])[CH3:36].[F:1][c:2]1[c:3]([C:12]([F:13])([F:14])[F:15])[cH:4][cH:5][c:6]([CH2:8][N:9]=[C:10]=[O:11])[cH:7]1.[NH2:16][c:17]1[c:18]2[cH:19][c:20]([CH3:27])[n:21][cH:22][c:23]2[cH:24][cH:25][cH:26]1>>[F:1][c:2]1[c:3]([C:12]([F:13])([F:14])[F:15])[cH:4][cH:5][c:6]([CH2:8][NH:9][C:10](=[O:11])[NH:16][c:17]2[c:18]3[cH:19][c:20]([CH3:27])[n:21][cH:22][c:23]3[cH:24][cH:25][cH:26]2)[cH:7]1. The reactants are tertiary amine, C(C)C(C=O)CCCC (2-ethyl hexanal), C=O (formaldehyde). Procedure: In U.S. Pat. No. 5,146,004, 2-ethyl-2-(hydroxymethyl) hexanal is prepared from 2-ethyl hexanal, formaldehyde and a tertiary amine. Any unreacted 2-ethyl hexanal can be isolated by azeotropic distillation of the organic phase of the raw product, and 2-butyl-2-ethyl-1,3 propane diol is obtained from the purified organic phase of the raw product by catalytic hydrogenation, with a yield of 85-88%. The hydrogenation is carried out by using a nickel catalyst. RXN SMILES: [CH2:1]([CH:3]([CH2:6][CH2:7][CH2:8][CH3:9])[CH:4]=[O:5])[CH3:2].[CH2:10]=[O:11]>>[CH2:1]([C:3]([CH2:10][OH:11])([CH2:6][CH2:7][CH2:8][CH3:9])[CH:4]=[O:5])[CH3:2].[CH2:1]([CH:3]([CH2:6][CH2:7][CH2:8][CH3:9])[CH:4]=[O:5])[CH3:2]. The product is C(C)C(C=O)(CCCC)CO (2-ethyl-2-(hydroxymethyl) hexanal), C(C)C(C=O)CCCC (2-ethyl hexanal). The reactants are C(C)(C)(C)OC(N[C@H](CC1=CC=CC=C1)\C=C\C#N)=O ((R,E)-tert-Butyl(4-cyano-1-phenylbut-3-en-2-yl)carbamate). Solvent: Cl.CO (HCl MeOH). The product is N[C@@H](/C=C/C#N)CC1=CC=CC=C1 ((R,E)-4-Amino-5-phenylpent-2-enenitrile). As a reaction SMILES: C(OC(=O)[NH:7][C@@H:8](/[CH:16]=[CH:17]/[C:18]#[N:19])[CH2:9][C:10]1[CH:15]=[CH:14][CH:13]=[CH:12][CH:11]=1)(C)(C)C>Cl.CO>[NH2:7][C@H:8]([CH2:9][C:10]1[CH:15]=[CH:14][CH:13]=[CH:12][CH:11]=1)/[CH:16]=[CH:17]/[C:18]#[N:19] |f:1.2|. Procedure details: Compound 31e (4.0 g, 14.7 mmol) was treated with 2M HCl/MeOH (300 mL). After the reaction was over, the solvents were removed under reduced pressure to give a white solid. The product was directly used in the next reaction step without further purification. Reactants: COC=1C=C(C[C@@H]2N(CCC2)CCCCCCN2[C@H](CCC2)CC2=CC(=C(C=C2)OC)OC)C=CC1OC ((R,R)-1,6-bis-[2-(3,4-dimethoxybenzyl)pyrrolidin-1-yl]hexane), B(Br)(Br)Br (BBr3), solution, CO (CH3OH). The solvent is C(Cl)Cl (CH2Cl2). Product: OC=1C=C(C[C@@H]2N(CCC2)CCCCCCN2[C@H](CCC2)CC2=CC(=C(C=C2)O)O)C=CC1O ((R,R)-1,6-bis[2-(3,4-dihydroxybenzyl)pyrrolidin-1-yl]hexane). RXN SMILES: C[O:2][C:3]1[CH:4]=[C:5]([CH:34]=[CH:35][C:36]=1[O:37]C)[CH2:6][C@H:7]1[CH2:11][CH2:10][CH2:9][N:8]1[CH2:12][CH2:13][CH2:14][CH2:15][CH2:16][CH2:17][N:18]1[CH2:22][CH2:21][CH2:20][C@@H:19]1[CH2:23][C:24]1[CH:29]=[CH:28][C:27]([O:30]C)=[C:26]([O:32]C)[CH:25]=1.B(Br)(Br)Br.CO>C(Cl)Cl>[OH:32][C:26]1[CH:25]=[C:24]([CH:29]=[CH:28][C:27]=1[OH:30])[CH2:23][C@H:19]1[CH2:20][CH2:21][CH2:22][N:18]1[CH2:17][CH2:16][CH2:15][CH2:14][CH2:13][CH2:12][N:8]1[CH2:9][CH2:10][CH2:11][C@@H:7]1[CH2:6][C:5]1[CH:34]=[CH:35][C:36]([OH:37])=[C:3]([OH:2])[CH:4]=1. Procedure details: To a solution of (R,R)-1,6-bis-[2-(3,4-dimethoxybenzyl)pyrrolidin-1-yl]hexane (0.001 mol) in dry CH2Cl2 at -70° C. under an inert atmosphere was added BBr3 (4 mL of a 1M solution, 0.004 mol). The reaction mixture was warmed to room temperature, recooled to -70° C., and CH3OH (4 mL) was added. After warming to room temperature, the solvent was removed in vacuo. The residue was subjected to column chromatography, eluting with CH3OH. The fractions containing the desired product were concentrated in... The reactants are ClC=1C=C2C(=NC=NC2=CC1C(=O)N1CCCC1)NC(CCC(=O)O)C1=NC2=C(N1C(=O)OC(C)(C)C)C=CC(=C2)Cl (6-chloro-4-[1-(1-tert.-butyloxycarbonyl-5-chloro-1H-benzimidazol-2-yl)-3-hydroxycarbonyl-propyl-amino]-7-(pyrrolidin-1-yl-carbonyl)-quinazoline), COCCN (methoxyethylamine), CN(C)C(=[N+](C)C)ON1C2=C(C=CC=C2)N=N1.[B-](F)(F)(F)F (TBTU), FC(C(=O)O)(F)F (trifluoroacetic acid). Run in C(C)#N.O1CCCC1 (acetonitrile tetrahydrofuran). Yields the product ClC=1C=C2C(=NC=NC2=CC1C(=O)N1CCCC1)NC(CCC(=O)NCCOC)C1=NC2=C(N1)C=CC(=C2)Cl (6-chloro-4-[1-(5-chloro-1H-benzimidazol-2-yl)-3-(methoxyethylamino-carbonyl)-propyl-amino]-7-(pyrrolidin-1-yl-carbonyl)-quinazoline). RXN SMILES: [Cl:1][C:2]1[CH:3]=[C:4]2[C:9](=[CH:10][C:11]=1[C:12]([N:14]1[CH2:18][CH2:17][CH2:16][CH2:15]1)=[O:13])[N:8]=[CH:7][N:6]=[C:5]2[NH:19][CH:20]([C:26]1[N:30](C(OC(C)(C)C)=O)[C:29]2[CH:38]=[CH:39][C:40]([Cl:42])=[CH:41][C:28]=2[N:27]=1)[CH2:21][CH2:22][C:23](O)=[O:24].[CH3:43][O:44][CH2:45][CH2:46][NH2:47].CN(C(ON1N=NC2C=CC=CC1=2)=[N+](C)C)C.[B-](F)(F)(F)F.FC(F)(F)C(O)=O>C(#N)C.O1CCCC1>[Cl:1][C:2]1[CH:3]=[C:4]2[C:9](=[CH:10][C:11]=1[C:12]([N:14]1[CH2:15][CH2:16][CH2:17][CH2:18]1)=[O:13])[N:8]=[CH:7][N:6]=[C:5]2[NH:19][CH:20]([C:26]1[NH:30][C:29]2[CH:38]=[CH:39][C:40]([Cl:42])=[CH:41][C:28]=2[N:27]=1)[CH2:21][CH2:22][C:23]([NH:47][CH2:46][CH2:45][O:44][CH3:43])=[O:24] |f:2.3,5.6|. Procedure details: Prepared analogously to Example 61 from 6-chloro-4-[1-(1-tert.-butyloxycarbonyl-5-chloro-1H-benzimidazol-2-yl)-3-hydroxycarbonyl-propyl-amino]-7-(pyrrolidin-1-yl-carbonyl)-quinazoline and methoxyethylamine with TBTU in acetonitrile/tetrahydrofuran and subsequent reaction with trifluoroacetic acid. Reactants: alkenes, C(\C=C/C(=O)OC)(=O)OC (dimethyl maleate), cis-1,2-diols, cis-1,2-diol, C(\C=C\C)(=O)OCC (ethyl crotonate), O=C1C=C(CC(C)(C)C1)C (isophorone), C(\C=C\C(=O)OC)(=O)OC (dimethyl fumarate), C(\C=C\C1=CC=CC=C1)(=O)OCC (ethyl trans-cinnamate), α,β-unsaturated alkenes. The product is C=CC1=CC=CC=C1 (styrene), C=CCCCCCCCCCC (1-dodecene), C1=CC=C(C=C1)C(CO)O (styrene glycol), dodecene glycol. The yield is 75.0%. RXN SMILES: [C:1](OCC)(=[O:10])/[CH:2]=[CH:3]/[C:4]1[CH:9]=[CH:8][CH:7]=[CH:6][CH:5]=1.[C:14]([O:19]CC)(=O)/[CH:15]=[CH:16]/[CH3:17].[C:22](OC)(=O)/[CH:23]=[CH:24]/[C:25](OC)=O.C(OC)(=O)/C=C\C(OC)=O.O=[C:43]1[CH2:50][C:47](C)(C)[CH2:46][C:45]([CH3:51])=[CH:44]1>>[CH2:2]=[CH:3][C:4]1[CH:9]=[CH:8][CH:7]=[CH:6][CH:5]=1.[CH2:1]=[CH:2][CH2:3][CH2:4][CH2:5][CH2:44][CH2:43][CH2:50][CH2:47][CH2:46][CH2:45][CH3:51].[CH:23]1[CH:22]=[CH:17][C:16]([CH:15]([OH:10])[CH2:14][OH:19])=[CH:25][CH:24]=1. Reported procedure: Using the nano-RuHAP catalyzed protocol, alkenes were selectively converted into corresponding cis-1,2-diol with moderate to good yields (see TABLE 1). α,β-unsaturated alkenes such as ethyl trans-cinnamate, ethyl crotonate, dimethyl fumarate, dimethyl maleate and isophorone can be transformed to their corresponding cis-1,2-diols in 70, 65, 53, 50 and 64% isolated yields, respectively (entries 1-5). Under the Ru-catalyzed conditions, effective oxidations of styrene and 1-dodecene gave styrene gly...